This data is from the Open Reaction Database (ORD), a public repository of structured organic reaction records. The task is: describe an organic reaction: reactants, conditions, products, and yield The reactants are C(=O)C1=COC=C1 (3-formylfuran), [PH4+] (phosphonium), CC(C)([O-])C.[K+] (Potassium tert-butoxide), C1(=CC=CC=C1)P(C1=CC=CC=C1)(C1=CC=CC=C1)=O (triphenylphosphine oxide), COC=C(C(=O)OC)C=1SC=CC1COC1=CC=CC=C1 (methyl 3-methoxy-2-(3-phenoxymethyl-2-thienyl)propenoate), C(C1=CC=CC=C1)C1=C(SC=C1)C(C(=O)OC)=COC (methyl 2-(3-benzyl-2-thienyl)-3-methoxypropenoate). The reagents and catalysts are [Cl-].C(C1=CC=CC=C1)[P+](C1=CC=CC=C1)(C1=CC=CC=C1)C1=CC=CC=C1 (benzyltriphenylphosphonium chloride). Solvent: CCOCC (ether), O (water), CCOCC (ether), CCOCC (ether). Reaction conditions: time 1 hour. The product is C(=C\C1=CC=CC=C1)/C1=COC=C1 ((E)-3-styrylfuran). Isolated yield 32.1%. Reaction SMILES: CC(C)([O-])C.[K+].C(C1C=COC=1)=O.C1(P(=O)(C2C=CC=CC=2)C2C=CC=CC=2)C=CC=CC=1.[PH4+].COC=C(C1SC=CC=1COC1C=CC=CC=1)C(OC)=O.[CH2:56]([C:63]1C=CS[C:64]=1[C:68](=[CH:73][O:74][CH3:75])C(OC)=O)[C:57]1[CH:62]=[CH:61][CH:60]=[CH:59][CH:58]=1>[Cl-].C([P+](C1C=CC=CC=1)(C1C=CC=CC=1)C1C=CC=CC=1)C1C=CC=CC=1.CCOCC.O>[CH:63](/[C:64]1[CH:68]=[CH:73][O:74][CH:75]=1)=[CH:56]\[C:57]1[CH:58]=[CH:59][CH:60]=[CH:61][CH:62]=1 |f:0.1,7.8|. Procedure: Potassium tert-butoxide (35.7 g) was added in one portion to a stirred suspension of benzyltriphenylphosphonium chloride (41.6 g) in ether (1 liter). After 1 hour, a solution of 3-formylfuran (17.5 g) in ether (60 ml) was added to the resulting orange mixture which was then stirred for 2 hours, poured into water, and extracted with ether. The extracts were washed with water, dried and concentrated to give a solid. Trituration of this solid with ether enabled much of the weakly-soluble triphenylp... Starting materials: ClCC=1C=C(C(=O)NC=2SC3=C(N2)C(=CC=C3C3OCCOC3)OC)C=CN1 ((+)-2-chloromethyl-N-(7-[1,4]dioxan-2-yl-4-methoxy-benzothiazol-2-yl)-isonicotinamide), CC[O-].[Na+] (sodium ethylate solution). The solvent is C(C)O (ethanol). Yields the product O1C(COCC1)C1=CC=C(C=2N=C(SC21)NC(C2=CC(=NC=C2)COCC)=O)OC ((+)-N-(7-[1,4]dioxan-2-yl-4-methoxy-benzothiazol-2-yl)-2-ethoxymethyl-isonicotinamide). The yield is 67.9%. As a reaction SMILES: Cl[CH2:2][C:3]1[CH:4]=[C:5]([CH:26]=[CH:27][N:28]=1)[C:6]([NH:8][C:9]1[S:10][C:11]2[C:17]([CH:18]3[CH2:23][O:22][CH2:21][CH2:20][O:19]3)=[CH:16][CH:15]=[C:14]([O:24][CH3:25])[C:12]=2[N:13]=1)=[O:7].[CH3:29][CH2:30][O-:31].[Na+]>C(O)C>[O:19]1[CH2:20][CH2:21][O:22][CH2:23][CH:18]1[C:17]1[C:11]2[S:10][C:9]([NH:8][C:6](=[O:7])[C:5]3[CH:26]=[CH:27][N:28]=[C:3]([CH2:2][O:31][CH2:30][CH3:29])[CH:4]=3)=[N:13][C:12]=2[C:14]([O:24][CH3:25])=[CH:15][CH:16]=1 |f:1.2|. Reported procedure: To a solution of 50 mg (0.12 mmol) (+)-2-chloromethyl-N-(7-[1,4]dioxan-2-yl-4-methoxy-benzothiazol-2-yl)-isonicotinamide in 2 ml ethanol was added 1.32 ml (3.57 mmol) sodium ethylate solution (2.71 M solution in ethanol) and the mixture ultrasonicated at room temperature for 2 h. The reaction mixture was then poured onto water and extracted three times with dichloromethane. The organic phases were dried over sodium sulfate and concentrated in vacuo. Flash chromatography (1/1 acetone/heptane) fol...